This data is from the Open Reaction Database (ORD), a public repository of structured organic reaction records. The task is: describe an organic reaction: reactants, conditions, products, and yield The reactants are CNC(=O)OC1C2=CC=CC=C2OC=2C=CC=CC12 (9-(N-Methylcarbamoyloxy)xanthene), C(C=CC)O (2-buten -1-ol). Yields the product C1=CC=CC=2OC3=CC=CC=C3C(C12)OCC=CC (2-buten-1-yl 9-xanthenyl ether). As a reaction SMILES: CN[C:3]([O:5][CH:6]1[C:19]2[CH:18]=[CH:17][CH:16]=[CH:15][C:14]=2[O:13][C:12]2[C:7]1=[CH:8][CH:9]=[CH:10][CH:11]=2)=O.[CH2:20](O)[CH:21]=[CH:22]C>>[CH:18]1[C:19]2[CH:6]([O:5][CH2:3][CH:20]=[CH:21][CH3:22])[C:7]3[C:12](=[CH:11][CH:10]=[CH:9][CH:8]=3)[O:13][C:14]=2[CH:15]=[CH:16][CH:17]=1. Procedure details: 9-(N-Methylcarbamoyloxy)xanthene (6.0 g., 23.5 mmoles) was stirred with 15 ml. of 2-buten -1-ol for 1.5 hours at room temperature, and the mixture was then filtered. The filtrate was evaporated in vacuo, and the residue was dissolved in ice-cold ether and washed twice with ice-cold portions of 10% aqueous acetic acid, water and 5% aqueous sodium bicarbonate solution. After drying over potassium carbonate, the solvent was removed in vacuo, and the resulting oil was distilled to give 2-buten-1-yl ...